Dataset: the Open Reaction Database (ORD), a public repository of structured organic reaction records. Task: describe an organic reaction: reactants, conditions, products, and yield The reactants are CC(=CCOC1=CC2=C(CCO2)C=C1)CCC=C(C)C (6-[(3,7-dimethyl-2,6-octadienyl)-oxy]-2,3-dihydrobenzofuran), ClC1=CC(=CC=C1)C(=O)OO (m-chloroperbenzoic acid). Solvent: C(Cl)Cl (methylene chloride). Run at time 2 hour. Yields the product O1C(CCC(=CCOC2=CC3=C(CCO3)C=C2)C)C1(C)C (6-[(6,7-epoxy-3,7-dimethyl-2-octenyl)-oxy]-2,3-dihydrobenzofuran). RXN SMILES: [CH3:1][C:2]([CH2:15][CH2:16][CH:17]=[C:18]([CH3:20])[CH3:19])=[CH:3][CH2:4][O:5][C:6]1[CH:14]=[CH:13][C:9]2[CH2:10][CH2:11][O:12][C:8]=2[CH:7]=1.ClC1C=CC=C(C(OO)=[O:29])C=1>C(Cl)Cl>[O:29]1[C:18]([CH3:20])([CH3:19])[CH:17]1[CH2:16][CH2:15][C:2]([CH3:1])=[CH:3][CH2:4][O:5][C:6]1[CH:14]=[CH:13][C:9]2[CH2:10][CH2:11][O:12][C:8]=2[CH:7]=1. Reported procedure: 18 g. of 6-[(3,7-dimethyl-2,6-octadienyl)-oxy]-2,3-dihydrobenzofuran are dissolved in 180 ml. of methylene chloride and, with stirring and ice cooling at 0°-5° C., 14.3 g. of 80% m-chloroperbenzoic acid are added portionwise. The mixture is then stirred for a further 2 hours with ice cooling. The mixture is subsequently diluted with 360 ml. of diethyl ether and washed successively with ice-cold 1-N aqueous sodium hydroxide and water. The organic phase is dried over sodium sulfate and evaporated.... Reactants: CS(=O)C (DMSO), C(C(=O)Cl)(=O)Cl (oxalyl chloride), C(C)N1CCCCC1 (N-ethylpiperidine), C(C1=CC=CC=C1)(C1=CC=CC=C1)(C1=CC=CC=C1)N[C@H]([C@@H](C)O)CC ((2R,3S)-3-(trityl-amino)-pentan-2-ol). Solvent: CCOCC (ether), C(Cl)Cl (DCM), C(Cl)Cl (DCM), C(Cl)Cl (DCM), CCCCCC (hexane). Run at temperature -45 celsius, time 1 hour. Product: C(C1=CC=CC=C1)(C1=CC=CC=C1)(C1=CC=CC=C1)N[C@H](C(C)=O)CC ((3S)-3-(Trityl-amino)-pentan-2-one). Reaction SMILES: CS(C)=O.C(Cl)(=O)C(Cl)=O.[C:11]([NH:30][C@@H:31]([CH2:35][CH3:36])[C@H:32]([OH:34])[CH3:33])([C:24]1[CH:29]=[CH:28][CH:27]=[CH:26][CH:25]=1)([C:18]1[CH:23]=[CH:22][CH:21]=[CH:20][CH:19]=1)[C:12]1[CH:17]=[CH:16][CH:15]=[CH:14][CH:13]=1.C(N1CCCCC1)C>C(Cl)Cl.CCOCC.CCCCCC>[C:11]([NH:30][C@@H:31]([CH2:35][CH3:36])[C:32](=[O:34])[CH3:33])([C:18]1[CH:19]=[CH:20][CH:21]=[CH:22][CH:23]=1)([C:24]1[CH:29]=[CH:28][CH:27]=[CH:26][CH:25]=1)[C:12]1[CH:17]=[CH:16][CH:15]=[CH:14][CH:13]=1. Procedure details: To a stirred solution of DMSO (1.95 mL, 2.8 eq, 27.48 mmol) in DCM (30 mL) under an argon atmosphere at −45° C., was added oxalyl chloride (2 M in DCM, 6.85 mL, 1.4 eq, 13.70 mmol) dropwise. The reaction mixture was stirred at −45° C. for 1 h, after which time a solution (2R,3S)-3-(trityl-amino)-pentan-2-ol (3.39 g, 1 eq, 9.83 mmol) in DCM (20 mL) was added dropwise with stirring. The reaction mixture was stirred at this temperature for 4 h, when TLC (hexane:ether; 80:20) indicated that the reac... Reactants: I.C(C)N=C(NN)SC (methyl N-ethylthiocarbazimidate hydroiodide), C(C1=CC=CC=C1)N (benzylamine). Solvent: O (water). Product: I.NNC(=NCC1=CC=CC=C1)NCC (1-Amino-2-benzyl-3-ethylguanidine hydroiodide). RXN SMILES: [IH:1].[CH2:2]([N:4]=[C:5](SC)[NH:6][NH2:7])[CH3:3].[CH2:10]([NH2:17])[C:11]1[CH:16]=[CH:15][CH:14]=[CH:13][CH:12]=1>O>[IH:1].[NH2:7][NH:6][C:5]([NH:4][CH2:2][CH3:3])=[N:17][CH2:10][C:11]1[CH:16]=[CH:15][CH:14]=[CH:13][CH:12]=1 |f:0.1,4.5|. Reported procedure: A solution of 25.0 g. of methyl N-ethylthiocarbazimidate hydroiodide and 10.2 g. of benzylamine in 150 ml. of water is heated on a steam bath for one hour and then evaporated under reduced pressure. The residue is dissolved in ethanol, treated with activated charcoal, filtered and evaporated under reduced pressure. The residue is dissolved in methylene chloride and the solution is passed through hydrous sodium magnesium silicate and concentrated under reduced pressure, giving the desired product...